This data is from the Open Reaction Database (ORD), a public repository of structured organic reaction records. The task is: describe an organic reaction: reactants, conditions, products, and yield Reactants: O=C1CCC(=O)N1Br, CC(=O)O, ClCCl, O, N#Cc1ccc2c(c1)-c1sccc1CCO2. Yields the product N#Cc1ccc2c(c1)-c1sc(Br)cc1CCO2. As a reaction SMILES: [Br:17][N:18]1[C:19](=[O:20])[CH2:21][CH2:22][C:23]1=[O:24].[CH3:29][C:30](=[O:31])[OH:32].[Cl:26][CH2:27][Cl:28].[OH2:25].[s:1]1[cH:2][cH:3][c:4]2[c:10]1-[c:9]1[c:8]([cH:14][cH:13][c:12]([C:15]#[N:16])[cH:11]1)[O:7][CH2:6][CH2:5]2>>[s:1]1[c:2]([Br:17])[cH:3][c:4]2[c:10]1-[c:9]1[c:8]([cH:14][cH:13][c:12]([C:15]#[N:16])[cH:11]1)[O:7][CH2:6][CH2:5]2. Reaction SMILES: [C:1]([C:4]1[C:12]2[N:11]=[C:10]([C:13]3[CH:18]=[CH:17][C:16]([CH:19]4[CH2:23][CH2:22][CH2:21][N:20]4C(OC(C)(C)C)=O)=[CH:15][CH:14]=3)[NH:9][C:8]=2[CH:7]=[C:6]([Cl:31])[CH:5]=1)(=[O:3])[NH2:2].C(O)(C(F)(F)F)=O>ClCCl>[Cl:31][C:6]1[CH:5]=[C:4]([C:1]([NH2:2])=[O:3])[C:12]2[N:11]=[C:10]([C:13]3[CH:14]=[CH:15][C:16]([CH:19]4[CH2:23][CH2:22][CH2:21][NH:20]4)=[CH:17][CH:18]=3)[NH:9][C:8]=2[CH:7]=1. The reactants are C(N)(=O)C1=CC(=CC=2NC(=NC21)C2=CC=C(C=C2)C2N(CCC2)C(=O)OC(C)(C)C)Cl (tert-butyl 2-(4-(4-Carbamoyl-6-chloro-1H-benzimidazol-2-yl)phenyl)pyrrolidine-1-carboxylate), C(=O)(C(F)(F)F)O (TFA). The product is ClC=1C=C(C2=C(NC(=N2)C2=CC=C(C=C2)C2NCCC2)C1)C(=O)N (6-chloro-2-(4-pyrrolidin-2-ylphenyl)-1H-benzimidazole-4-carboxamide). Reaction conditions: time 1 hour. Reported procedure: A solution of EXAMPLE 44C (410 mg) in dichloromethane (20 mL) was treated with TFA (4 mL), stirred for 1 hour and concentrated. The concentrate was purified by HPLC (Zorbax, C-18, 250×2.54 column, mobile phase A: 0.1% TFA in water; B: 0.1% TFA in CH3CN; 0-100% gradient). 1H NMR (DMSO-d6) δ 2.04-2.20 (m, 3H), 2.41-2.52 (m, 2H), 3.33-3.46 (m, 2H), 4.65-4.71 (m, 1H), 7.72 (d, J=8.29 Hz, 2H), 7.81-7.84 (m, 1H), 7.95 (s, 1H), 8.34 (d, J=8.29 Hz, 2H), 8.94 (s, 1H), 9.14 (s, 1H), 9.73 (s, 1H). Solvent: ClCCl (dichloromethane).